This data is from the Open Reaction Database (ORD), a public repository of structured organic reaction records. The task is: describe an organic reaction: reactants, conditions, products, and yield The reactants are BrBr, CC(C)(C)[Si](C)(C)n1ccc2cc(-c3cccc(F)c3)cnc21, ClC(Cl)(Cl)Cl, ClC(Cl)Cl, c1ccncc1. Product: CC(C)(C)[Si](C)(C)n1cc(Br)c2cc(-c3cccc(F)c3)cnc21. RXN SMILES: [Br:1][Br:2].[C:3]([CH3:4])([CH3:5])([CH3:6])[Si:7]([n:8]1[cH:9][cH:10][c:11]2[c:12]1[n:13][cH:14][c:15](-[c:17]1[cH:18][c:19]([F:23])[cH:20][cH:21][cH:22]1)[cH:16]2)([CH3:24])[CH3:25].[Cl:32][C:33]([Cl:34])([Cl:35])[Cl:36].[Cl:37][CH:38]([Cl:39])[Cl:40].[cH:26]1[cH:27][cH:28][n:29][cH:30][cH:31]1>>[Br:1][c:10]1[cH:9][n:8]([Si:7]([C:3]([CH3:4])([CH3:5])[CH3:6])([CH3:24])[CH3:25])[c:12]2[c:11]1[cH:16][c:15](-[c:17]1[cH:18][c:19]([F:23])[cH:20][cH:21][cH:22]1)[cH:14][n:13]2. Starting materials: C(C)(C)N1N=CC=C1C1=NC=CC=C1COC1=CN=C(C=C1C=O)OC (5-((2-(1-isopropyl-1H-pyrazol-5-yl)pyridin-3-yl)methoxy)-2-methoxyisonicotinaldehyde), Cl (HCl), [OH-].[Na+] (NaOH). Solvent: O (water), O (water). Run at time 20 hour. Product: O=C1NC=C(C(=C1)C=O)OCC=1C(=NC=CC1)C=1N(N=CC1)C(C)C (2-oxo-5-[[2-(2-propan-2-ylpyrazol-3-yl)pyridin-3-yl]methoxy]-1H-pyridine-4-carbaldehyde). Reaction SMILES: [CH:1]([N:4]1[C:8]([C:9]2[C:14]([CH2:15][O:16][C:17]3[C:22]([CH:23]=[O:24])=[CH:21][C:20]([O:25]C)=[N:19][CH:18]=3)=[CH:13][CH:12]=[CH:11][N:10]=2)=[CH:7][CH:6]=[N:5]1)([CH3:3])[CH3:2].Cl.[OH-].[Na+]>O>[O:25]=[C:20]1[CH:21]=[C:22]([CH:23]=[O:24])[C:17]([O:16][CH2:15][C:14]2[C:9]([C:8]3[N:4]([CH:1]([CH3:3])[CH3:2])[N:5]=[CH:6][CH:7]=3)=[N:10][CH:11]=[CH:12][CH:13]=2)=[CH:18][NH:19]1 |f:2.3|. Reported procedure: To 5-((2-(1-isopropyl-1H-pyrazol-5-yl)pyridin-3-yl)methoxy)-2-methoxyisonicotinaldehyde (590 mg) suspended in water (5.0 mL) was added HCl (6 N, 4 mL). Once the mixture turned into a homogeneous solution, it was freeze at −78° C. to an solid and pump under high vacuum 0/N. The yellow solid was continued to pump at 45° C. for 20 h, dissolved in water (2.0 mL), and basified to pH 11 with NaOH (2 N). The aqueous layer was washed with DCM three times and the pH of the mixture was adjusted to pH 6-7....